Dataset: the Open Reaction Database (ORD), a public repository of structured organic reaction records. Task: describe an organic reaction: reactants, conditions, products, and yield Reaction SMILES: C[O:2][C:3]1[CH:8]=[CH:7][C:6]([CH:9]2[CH2:18][C:17]3[C:12](=[CH:13][CH:14]=[CH:15][CH:16]=3)[CH2:11][N:10]2[CH3:19])=[CH:5][CH:4]=1.[Cl-].[Al+3].[Cl-].[Cl-].O>C1C=CC=CC=1>[OH:2][C:3]1[CH:8]=[CH:7][C:6]([CH:9]2[CH2:18][C:17]3[C:12](=[CH:13][CH:14]=[CH:15][CH:16]=3)[CH2:11][N:10]2[CH3:19])=[CH:5][CH:4]=1 |f:1.2.3.4|. Procedure: To 30 ml of 3-(4-methoxyphenyl)-2-methyl-1,2,3,4-tetrahydroisoquinoline (Compound No. 19) in benzene, 0.85 g of aluminum chloride was added and the resulting mixture was heated to reflux for 5 hours. After completion of the reaction, the reaction mixture was allowed to cool and water was added thereto. The generated precipitates were removed by filtration through Celite. The filtrate was made alkaline with saturated aqueous sodium hydrogen carbonate solution, and the resultant was extracted with... The reactants are COC1=CC=C(C=C1)C1N(CC2=CC=CC=C2C1)C (3-(4-methoxyphenyl)-2-methyl-1,2,3,4-tetrahydroisoquinoline), [Cl-].[Al+3].[Cl-].[Cl-] (aluminum chloride), O (water). The solvent is C1=CC=CC=C1 (benzene). The product is OC1=CC=C(C=C1)C1N(CC2=CC=CC=C2C1)C (3-(4-hydroxyphenyl)-2-methyl-1,2,3,4-tetrahydroisoquinoline).